This data is from the Open Reaction Database (ORD), a public repository of structured organic reaction records. The task is: describe an organic reaction: reactants, conditions, products, and yield Reactants: CCN=C=NCCCN(C)C, CN(C)S(N)(=O)=O, CN(C)c1ccncc1, COc1ccc2c(c1)CN(C)CCn1c-2c(C2CCCCC2)c2ccc(C(=O)O)cc21, ClCCl, Cl, O=C([O-])C(F)(F)F. Product: COc1ccc2c(c1)CN(C)CCn1c-2c(C2CCCCC2)c2ccc(C(=O)NS(=O)(=O)N(C)C)cc21. As a reaction SMILES: [CH3:39][CH2:40][N:41]=[C:42]=[N:43][CH2:44][CH2:45][CH2:46][N:47]([CH3:48])[CH3:49].[CH3:51][N:52]([S:53](=[O:54])(=[O:55])[NH2:56])[CH3:57].[CH3:58][N:59]([c:60]1[cH:61][cH:62][n:63][cH:64][cH:65]1)[CH3:66].[CH:8]1([c:14]2[c:15]3[cH:16][cH:17][c:18]([C:36](=[O:37])[OH:38])[cH:19][c:20]3[n:21]3[c:22]2-[c:23]2[c:24]([cH:30][c:31]([O:34][CH3:35])[cH:32][cH:33]2)[CH2:25][N:26]([CH3:29])[CH2:27][CH2:28]3)[CH2:9][CH2:10][CH2:11][CH2:12][CH2:13]1.[Cl:67][CH2:68][Cl:69].[ClH:50].[O-:1][C:2]([C:3]([F:4])([F:5])[F:6])=[O:7]>>[CH:8]1([c:14]2[c:15]3[cH:16][cH:17][c:18]([C:36](=[O:37])[NH:56][S:53]([N:52]([CH3:51])[CH3:57])(=[O:54])=[O:55])[cH:19][c:20]3[n:21]3[c:22]2-[c:23]2[c:24]([cH:30][c:31]([O:34][CH3:35])[cH:32][cH:33]2)[CH2:25][N:26]([CH3:29])[CH2:27][CH2:28]3)[CH2:9][CH2:10][CH2:11][CH2:12][CH2:13]1. Starting materials: CN1N=C(C=C1)NC(=O)C1=NC(=CC(=C1)B1OC(C(O1)(C)C)(C)C)C (6-Methyl-4-(4,4,5,5-tetramethyl-[1,3,2]dioxaborolan-2-yl)-pyridine-2-carboxylic acid (1-methyl-1H-pyrazol-3-yl)-amide), BrC1=CC(=NC=C1)C (4-Bromo-2-methylpyridine). The product is CN1N=C(C=C1)NC(=O)C1=NC(=CC(=C1)C1=CC(=NC=C1)C)C (6,2′-Dimethyl-[4,4′]bipyridinyl-2-carboxylic acid (1-methyl-1H-pyrazol-3-yl)-amide). RXN SMILES: [CH3:1][N:2]1[CH:6]=[CH:5][C:4]([NH:7][C:8]([C:10]2[CH:15]=[C:14](B3OC(C)(C)C(C)(C)O3)[CH:13]=[C:12]([CH3:25])[N:11]=2)=[O:9])=[N:3]1.Br[C:27]1[CH:32]=[CH:31][N:30]=[C:29]([CH3:33])[CH:28]=1>>[CH3:1][N:2]1[CH:6]=[CH:5][C:4]([NH:7][C:8]([C:10]2[CH:15]=[C:14]([C:27]3[CH:32]=[CH:31][N:30]=[C:29]([CH3:33])[CH:28]=3)[CH:13]=[C:12]([CH3:25])[N:11]=2)=[O:9])=[N:3]1. Procedure details: The title compound, was prepared from 6-Methyl-4-(4,4,5,5-tetramethyl-[1,3,2]dioxaborolan-2-yl)-pyridine-2-carboxylic acid (1-methyl-1H-pyrazol-3-yl)-amide in accordance with the general method of example 131, step 2 using 4-Bromo-2-methylpyridine instead of 3-Trifluoromethyl-5-bromopyridine to yield the final compound as a white amorphous, MS (ISP): m/e=308.4 (M+H)+. Reactants: C1(=CC=C(C=C1)S(=O)(=O)O)C (p-toluenesulphonic acid), O (water), C(C1=CC=CC=C1)(C1=CC=CC=C1)OC(=O)C=1N2C(C(C2S(CC1C=C(C)SC1=NN=C(S1)C)=O)NC(=O)OC(C)(C)C)=O (2-benzhydryloxycarbonyl-7-t-butoxycarbonylamino-3-{2-[(2-methyl-1,3,4-thiadiazol-5-yl)-thio]-prop-1-en-1-yl}-8-oxo-5-thia-1-azabicyclo[4.2.0]oct-2-ene-5-oxide), C([O-])(O)=O.[Na+] (sodium bicarbonate). The solvent is C(C)#N (acetonitrile), C(C)#N (acetonitrile). Run at temperature 40 celsius, time 35 minute. Product: NC1C2S(CC(=C(N2C1=O)C(=O)OC(C1=CC=CC=C1)C1=CC=CC=C1)C=C(C)SC1=NN=C(S1)C)=O (7-amino-2-benzhydryloxycarbonyl-3-{2-[(2-methyl-1,3,4-thiadiazol-5-yl)-thio]-prop-1-en-1-yl}-8-oxo-5-thia-1-azabicyclo[4.2.0]oct-2-ene-5-oxide). The yield is 93.7%. As a reaction SMILES: [CH:1]([O:14][C:15]([C:17]1[N:18]2[CH:21]([S:22](=[O:35])[CH2:23][C:24]=1[CH:25]=[C:26]([S:28][C:29]1[S:33][C:32]([CH3:34])=[N:31][N:30]=1)[CH3:27])[CH:20]([NH:36]C(OC(C)(C)C)=O)[C:19]2=[O:44])=[O:16])([C:8]1[CH:13]=[CH:12][CH:11]=[CH:10][CH:9]=1)[C:2]1[CH:7]=[CH:6][CH:5]=[CH:4][CH:3]=1.C1(C)C=CC(S(O)(=O)=O)=CC=1.C(=O)(O)[O-].[Na+].O>C(#N)C>[NH2:36][CH:20]1[C:19](=[O:44])[N:18]2[CH:21]1[S:22](=[O:35])[CH2:23][C:24]([CH:25]=[C:26]([S:28][C:29]1[S:33][C:32]([CH3:34])=[N:31][N:30]=1)[CH3:27])=[C:17]2[C:15]([O:14][CH:1]([C:8]1[CH:13]=[CH:12][CH:11]=[CH:10][CH:9]=1)[C:2]1[CH:3]=[CH:4][CH:5]=[CH:6][CH:7]=1)=[O:16] |f:2.3|. Procedure details: A solution of the Z form of 2-benzhydryloxycarbonyl-7-t-butoxycarbonylamino-3-{2-[(2-methyl-1,3,4-thiadiazol-5-yl)-thio]-prop-1-en-1-yl}-8-oxo-5-thia-1-azabicyclo[4.2.0]oct-2-ene-5-oxide (4.45 g) in acetonitrile (150 cc) is heated to 40° C. A solution of p-toluenesulphonic acid (monohydrate) (2.59 g) in acetonitrile (75 cc) is added dropwise in the course of 5 minutes. The mixture is stirred at 40° C. for 35 minutes and then poured into a saturated aqueous solution of sodium bicarbonate (200 cc)... Reactants: Heptanes, COC(=O)C1N(CC2=CC=C(C=C2C1)Br)C(C1=C(C(=CC=C1)C)O)=O (2-(2-Hydroxy-3-methyl-benzoyl)-6-bromo-1,2,3,4-tetrahydroisoquinoline-3-carboxylic acid methyl ester), CN(C)C=O (DMF), C(=O)([O-])[O-].[K+].[K+] (K2CO3), BrCCC (1-bromopropane). Solvent: CCOC(=O)C (EtOAc). Reaction conditions: temperature 79 celsius, time 16 hour. Yields the product COC(=O)C1N(CC2=CC=C(C=C2C1)Br)C(C1=C(C(=CC=C1)C)OCCC)=O (2-(2-Propoxy-3-methyl-benzoyl)-6-bromo-1,2,3,4-tetrahydroisoquinoline-3-carboxylic acid methyl ester). Isolated yield 101.0%. As a reaction SMILES: [CH3:1][O:2][C:3]([CH:5]1[CH2:14][C:13]2[C:8](=[CH:9][CH:10]=[C:11]([Br:15])[CH:12]=2)[CH2:7][N:6]1[C:16](=[O:25])[C:17]1[CH:22]=[CH:21][CH:20]=[C:19]([CH3:23])[C:18]=1[OH:24])=[O:4].CN(C=O)C.C([O-])([O-])=O.[K+].[K+].Br[CH2:38][CH2:39][CH3:40]>CCOC(C)=O>[CH3:1][O:2][C:3]([CH:5]1[CH2:14][C:13]2[C:8](=[CH:9][CH:10]=[C:11]([Br:15])[CH:12]=2)[CH2:7][N:6]1[C:16](=[O:25])[C:17]1[CH:22]=[CH:21][CH:20]=[C:19]([CH3:23])[C:18]=1[O:24][CH2:38][CH2:39][CH3:40])=[O:4] |f:2.3.4|. Reported procedure: A 100 mL round bottom flask which contains 6-bromo-(2-hydroxoxy-3-methyl-benzoylamino)-1,2,3,4-tetrahydronaphthalene-2-carboxylic acid methyl ester (373, 0.39 g, 0.932 mmol) and a stirring bar is charged with dry DMF (10 mL). Stirring is initiated. K2SO4 (0.258 g, 1.86 mmol), KI (1 mg, 6 μM), and 1-bromopropane (0.2 mL, 2.24 mmol) are added in turn. The reaction flask is immersed in an oil bath and fitted with a reflux condenser. The oil bath is heated to 79° C. The reaction is stirred for 2 h a... Reactants: [Cl-].[NH4+] (ammonium chloride), C(CCCCCCC)C=1NC2=CC=CC=C2C1 (2-octyl-1H-indole), [OH-].[K+] (KOH), CC1CC(OC(C1)=O)=O (4-methyl-dihydro-pyran-2,6-dione). Run in C(C)(=O)OCC (ethyl acetate), CS(=O)C (DMSO). Run at time 30 minute. Yields the product CC(CC(=O)O)CC(=O)N1C(=CC2=CC=CC=C12)CCCCCCCC (3-Methyl-5-(2-octyl-indol-1-yl)-5-oxo-pentanoic acid). As a reaction SMILES: [CH2:1]([C:9]1[NH:10][C:11]2[C:16]([CH:17]=1)=[CH:15][CH:14]=[CH:13][CH:12]=2)[CH2:2][CH2:3][CH2:4][CH2:5][CH2:6][CH2:7][CH3:8].[OH-].[K+].[CH3:20][CH:21]1[CH2:26][C:25](=[O:27])[O:24][C:23](=[O:28])[CH2:22]1.[Cl-].[NH4+]>CS(C)=O.C(OCC)(=O)C>[CH3:20][CH:21]([CH2:26][C:25]([N:10]1[C:11]2[C:16](=[CH:15][CH:14]=[CH:13][CH:12]=2)[CH:17]=[C:9]1[CH2:1][CH2:2][CH2:3][CH2:4][CH2:5][CH2:6][CH2:7][CH3:8])=[O:27])[CH2:22][C:23]([OH:28])=[O:24] |f:1.2,4.5|. Procedure: To a solution of 2-octyl-1H-indole in DMSO was added KOH at RT and was stirred for 30 minutes. Then to this mixture 4-methyl-dihydro-pyran-2,6-dione was added and stirred for 3 hours. The reaction mixture was treated with saturated ammonium chloride and ethyl acetate. The product was purified by column chromatography. Reactants: COC(=O)CCc1ccc(C(=O)N2c3ccccc3C(N(C(C)=O)c3ccc(Cl)cc3)CC2C)cc1, CO, [Na+], C1CCOC1, [OH-], O. The product is CC(=O)N(c1ccc(Cl)cc1)C1CC(C)N(C(=O)c2ccc(CCC(=O)O)cc2)c2ccccc21. As a reaction SMILES: [C:1]([CH3:2])(=[O:3])[N:4]([CH:5]1[CH2:6][CH:7]([CH3:29])[N:8]([C:15](=[O:16])[c:17]2[cH:18][cH:19][c:20]([CH2:23][CH2:24][C:25](=[O:26])[O:27][CH3:28])[cH:21][cH:22]2)[c:9]2[cH:10][cH:11][cH:12][cH:13][c:14]21)[c:30]1[cH:31][cH:32][c:33]([Cl:36])[cH:34][cH:35]1.[CH3:44][OH:45].[Na+:38].[O:39]1[CH2:40][CH2:41][CH2:42][CH2:43]1.[OH-:37].[OH2:46]>>[C:1]([CH3:2])(=[O:3])[N:4]([CH:5]1[CH2:6][CH:7]([CH3:29])[N:8]([C:15](=[O:16])[c:17]2[cH:18][cH:19][c:20]([CH2:23][CH2:24][C:25](=[O:26])[OH:27])[cH:21][cH:22]2)[c:9]2[cH:10][cH:11][cH:12][cH:13][c:14]21)[c:30]1[cH:31][cH:32][c:33]([Cl:36])[cH:34][cH:35]1. Reactants: COc1cc([N+](=O)[O-])ccc1OCCN1CCOCC1, CCOC(C)=O, [H][H]. Yields the product COc1cc(N)ccc1OCCN1CCOCC1. RXN SMILES: [CH3:1][O:2][c:3]1[c:4]([O:5][CH2:6][CH2:7][N:8]2[CH2:9][CH2:10][O:11][CH2:12][CH2:13]2)[cH:14][cH:15][c:16]([N+:18]([O-:19])=[O:20])[cH:17]1.[CH3:23][CH2:24][O:25][C:26]([CH3:27])=[O:28].[H:21][H:22]>>[CH3:1][O:2][c:3]1[c:4]([O:5][CH2:6][CH2:7][N:8]2[CH2:9][CH2:10][O:11][CH2:12][CH2:13]2)[cH:14][cH:15][c:16]([NH2:18])[cH:17]1.